Dataset: the Open Reaction Database (ORD), a public repository of structured organic reaction records. Task: describe an organic reaction: reactants, conditions, products, and yield Reactants: C#Cc1cccc(Nc2ncnc3oc4c(c23)CCNC4)c1, CC(C)N(C)CC=CC(=O)O, Cl. Yields the product C#Cc1cccc(Nc2ncnc3oc4c(c23)CCN(C(=O)C=CCN(C)C(C)C)C4)c1. Reaction SMILES: [C:1](#[CH:2])[c:3]1[cH:4][c:5]([NH:9][c:10]2[c:11]3[c:12]([n:13][cH:14][n:15]2)[o:16][c:17]2[c:18]3[CH2:19][CH2:20][NH:21][CH2:22]2)[cH:6][cH:7][cH:8]1.[CH3:24][N:25]([CH2:26][CH:27]=[CH:28][C:29](=[O:30])[OH:31])[CH:32]([CH3:33])[CH3:34].[ClH:23]>>[C:1](#[CH:2])[c:3]1[cH:4][c:5]([NH:9][c:10]2[c:11]3[c:12]([n:13][cH:14][n:15]2)[o:16][c:17]2[c:18]3[CH2:19][CH2:20][N:21]([C:29]([CH:28]=[CH:27][CH2:26][N:25]([CH3:24])[CH:32]([CH3:33])[CH3:34])=[O:30])[CH2:22]2)[cH:6][cH:7][cH:8]1.